Dataset: the Open Reaction Database (ORD), a public repository of structured organic reaction records. Task: describe an organic reaction: reactants, conditions, products, and yield Starting materials: S=C(Cl)Cl, ClC(Cl)Cl, Nc1ccc(CC(CN(CC(=O)O)CC(=O)O)N(CC(=O)O)CC(=O)O)cc1, [Na+], O=C([O-])O, O. Product: O=C(O)CN(CC(=O)O)CC(Cc1ccc(N=C=S)cc1)N(CC(=O)O)CC(=O)O. Reaction SMILES: [Cl:34][C:35]([Cl:36])=[S:37].[Cl:39][CH:40]([Cl:41])[Cl:42].[NH2:1][c:2]1[cH:3][cH:4][c:5]([CH2:6][CH:7]([CH2:8][N:9]([CH2:10][C:11](=[O:12])[OH:13])[CH2:14][C:15](=[O:16])[OH:17])[N:18]([CH2:19][C:20](=[O:21])[OH:22])[CH2:23][C:24](=[O:25])[OH:26])[cH:27][cH:28]1.[Na+:33].[O-:29][C:30]([OH:31])=[O:32].[OH2:38]>>[N:1]([c:2]1[cH:3][cH:4][c:5]([CH2:6][CH:7]([CH2:8][N:9]([CH2:10][C:11](=[O:12])[OH:13])[CH2:14][C:15](=[O:16])[OH:17])[N:18]([CH2:19][C:20](=[O:21])[OH:22])[CH2:23][C:24](=[O:25])[OH:26])[cH:27][cH:28]1)=[C:35]=[S:37].